Dataset: the Open Reaction Database (ORD), a public repository of structured organic reaction records. Task: describe an organic reaction: reactants, conditions, products, and yield The reactants are C(C)(C)(C)OC(NC1=C(C=C(C(=C1)NCC(C)C)C(F)(F)F)N)=O ([2-amino-5-(isobutyl-amino)-4-trifluoromethyl-phenyl]-carbamic acid tert-butyl ester), C(C)(C)(C)OC(CC(C1=CC(=CC=C1)C1=CC=NC=C1)=O)=O (3-oxo-3-(3-pyridin-4-yl-phenyl)-propionic acid tert-butyl ester). The product is C(C)(C)(C)OC(NC1=C(C=C(C(=C1)NCC(C)C)C(F)(F)F)NC(CC(C1=CC(=CC=C1)C1=CC=NC=C1)=O)=O)=O ({5-Isobutylamino-2-[3-oxo-3-(3-pyridin-4-yl-phenyl)-propionylamino]-4-trifluoromethyl-phenyl}-carbamic acid tert-butyl ester), solid. Isolated yield 100.0%. Reaction SMILES: [C:1]([O:5][C:6](=[O:24])[NH:7][C:8]1[CH:13]=[C:12]([NH:14][CH2:15][CH:16]([CH3:18])[CH3:17])[C:11]([C:19]([F:22])([F:21])[F:20])=[CH:10][C:9]=1[NH2:23])([CH3:4])([CH3:3])[CH3:2].C([O:29][C:30](=O)[CH2:31][C:32](=[O:45])[C:33]1[CH:38]=[CH:37][CH:36]=[C:35]([C:39]2[CH:44]=[CH:43][N:42]=[CH:41][CH:40]=2)[CH:34]=1)(C)(C)C>>[C:1]([O:5][C:6](=[O:24])[NH:7][C:8]1[CH:13]=[C:12]([NH:14][CH2:15][CH:16]([CH3:17])[CH3:18])[C:11]([C:19]([F:22])([F:21])[F:20])=[CH:10][C:9]=1[NH:23][C:30](=[O:29])[CH2:31][C:32](=[O:45])[C:33]1[CH:38]=[CH:37][CH:36]=[C:35]([C:39]2[CH:40]=[CH:41][N:42]=[CH:43][CH:44]=2)[CH:34]=1)([CH3:3])([CH3:4])[CH3:2]. Reported procedure: The title compound was prepared from [2-amino-5-(isobutyl-amino)-4-trifluoromethyl-phenyl]-carbamic acid tert-butyl ester (Example J18) (347 mg, 1.0 mmol) and 3-oxo-3-(3-pyridin-4-yl-phenyl)-propionic acid tert-butyl ester (Example K2) (297 mg, 1.0 mmol) according to the general procedure M. Obtained as a light yellow solid (570 mg, 100%). Starting materials: CN(C)CCCN1CCSc2cc(N)ccc21, CCO, I, [Na+], O=C([O-])O, CSC(=N)c1cccs1. The product is CN(C)CCCN1CCSc2cc(NC(=N)c3cccs3)ccc21. As a reaction SMILES: [CH3:1][N:2]([CH2:3][CH2:4][CH2:5][N:6]1[c:7]2[c:8]([cH:12][c:13]([NH2:16])[cH:14][cH:15]2)[S:9][CH2:10][CH2:11]1)[CH3:17].[CH3:28][CH2:29][OH:30].[IH:18].[Na+:35].[O-:31][C:32]([OH:33])=[O:34].[s:19]1[c:20]([C:24](=[NH:25])[S:26][CH3:27])[cH:21][cH:22][cH:23]1>>[CH3:1][N:2]([CH2:3][CH2:4][CH2:5][N:6]1[c:7]2[c:8]([cH:12][c:13]([NH:16][C:24]([c:20]3[s:19][cH:23][cH:22][cH:21]3)=[NH:25])[cH:14][cH:15]2)[S:9][CH2:10][CH2:11]1)[CH3:17]. Reactants: COC(C1=CC(=CC(=C1)O)OCOC)=O (5-hydroxy-3-methoxymethoxybenzoic acid methyl ester), NC1=NNC=C1 (3-amino-pyrazole), BrC=1C=CC(=NC1)S(=O)(=O)CC (5-bromo-2-ethanesulfonylpyridine), O[C@@H](COC)C ((2R)-2-hydroxy-1-methoxypropane). Yields the product C(C)S(=O)(=O)C1=CC=C(C=N1)OC=1C=C(C(=O)NC2=NNC=C2)C=C(C1)OC(COC)C (3-(6-ethanesulfonylpyridin-3-yloxy)-5-(2-methoxy-1-methyl-ethoxy)-N-(pyrazol-3-yl)-benzamide). As a reaction SMILES: CO[C:3](=[O:15])[C:4]1[CH:9]=[C:8]([OH:10])[CH:7]=[C:6](OCOC)[CH:5]=1.Br[C:17]1[CH:18]=[CH:19][C:20]([S:23]([CH2:26][CH3:27])(=[O:25])=[O:24])=[N:21][CH:22]=1.[OH:28][C@H:29]([CH3:33])[CH2:30][O:31][CH3:32].[NH2:34][C:35]1[CH:39]=[CH:38][NH:37][N:36]=1>>[CH2:26]([S:23]([C:20]1[N:21]=[CH:22][C:17]([O:10][C:8]2[CH:9]=[C:4]([CH:5]=[C:6]([O:28][CH:29]([CH3:33])[CH2:30][O:31][CH3:32])[CH:7]=2)[C:3]([NH:34][C:35]2[CH:39]=[CH:38][NH:37][N:36]=2)=[O:15])=[CH:18][CH:19]=1)(=[O:25])=[O:24])[CH3:27]. Reported procedure: The compound of Production Example 140 was obtained as a colorless amorphous substance using 5-hydroxy-3-methoxymethoxybenzoic acid methyl ester, 5-bromo-2-ethanesulfonylpyridine, (2R)-2-hydroxy-1-methoxypropane and 3-amino-pyrazole, by the same method as in Production Example 117, a corresponding method, or a combination thereof with an ordinary method. The reactants are C#CCBr, C1CCOC1, CCOC(C)=O, COc1cc(C(=O)Nc2c(C)cc3c[nH]nc3c2C(=O)NC(C)C)n(-c2ncccc2Cl)n1, [K+], [K+], O=C([O-])[O-], O. Yields the product C#CCn1cc2cc(C)c(NC(=O)c3cc(OC)nn3-c3ncccc3Cl)c(C(=O)NC(C)C)c2n1. RXN SMILES: [CH2:40]([C:41]#[CH:42])[Br:43].[CH2:50]1[O:51][CH2:52][CH2:53][CH2:54]1.[CH3:44][CH2:45][O:46][C:47]([CH3:48])=[O:49].[CH:1]([CH3:2])([CH3:3])[NH:4][C:5](=[O:6])[c:7]1[c:8]([NH:17][C:18](=[O:19])[c:20]2[n:21](-[c:27]3[n:28][cH:29][cH:30][cH:31][c:32]3[Cl:33])[n:22][c:23]([O:25][CH3:26])[cH:24]2)[c:9]([CH3:16])[cH:10][c:11]2[cH:12][nH:13][n:14][c:15]12.[K+:34].[K+:35].[O-:36][C:37]([O-:38])=[O:39].[OH2:55]>>[CH:1]([CH3:2])([CH3:3])[NH:4][C:5](=[O:6])[c:7]1[c:8]([NH:17][C:18](=[O:19])[c:20]2[n:21](-[c:27]3[n:28][cH:29][cH:30][cH:31][c:32]3[Cl:33])[n:22][c:23]([O:25][CH3:26])[cH:24]2)[c:9]([CH3:16])[cH:10][c:11]2[cH:12][n:13]([CH2:42][C:41]#[CH:40])[n:14][c:15]12. The reactants are CN, CCO, CCOC(C)=O, O=C1N(c2ccc(OC(F)(F)F)cc2)CCC12CCN(S(=O)(=O)c1cccnc1Cl)CC2. The product is CNc1ncccc1S(=O)(=O)N1CCC2(CCN(c3ccc(OC(F)(F)F)cc3)C2=O)CC1. RXN SMILES: [CH3:33][NH2:34].[CH3:35][CH2:36][OH:37].[CH3:38][CH2:39][O:40][C:41](=[O:42])[CH3:43].[Cl:1][c:2]1[n:3][cH:4][cH:5][cH:6][c:7]1[S:8](=[O:9])(=[O:10])[N:11]1[CH2:12][CH2:13][C:14]2([CH2:15][CH2:16][N:17]([c:20]3[cH:21][cH:22][c:23]([O:26][C:27]([F:28])([F:29])[F:30])[cH:24][cH:25]3)[C:18]2=[O:19])[CH2:31][CH2:32]1>>[c:2]1([NH:34][CH3:33])[n:3][cH:4][cH:5][cH:6][c:7]1[S:8](=[O:9])(=[O:10])[N:11]1[CH2:12][CH2:13][C:14]2([CH2:15][CH2:16][N:17]([c:20]3[cH:21][cH:22][c:23]([O:26][C:27]([F:28])([F:29])[F:30])[cH:24][cH:25]3)[C:18]2=[O:19])[CH2:31][CH2:32]1.